Dataset: the Open Reaction Database (ORD), a public repository of structured organic reaction records. Task: describe an organic reaction: reactants, conditions, products, and yield Starting materials: CN1CCCC1CCn1c(-c2ccc([N+](=O)[O-])cc2)cc2cc(Br)ccc21, CC(C)(C)P(C(C)(C)C)C(C)(C)C, CCOC(C)=O, C[Si](C)(C)[N-][Si](C)(C)C, O=C(C=Cc1ccccc1)C=Cc1ccccc1, O=C(C=Cc1ccccc1)C=Cc1ccccc1, O=C(C=Cc1ccccc1)C=Cc1ccccc1, [Li+], [Na+], C1CCOC1, [OH-], O, [Pd], [Pd]. Product: CN1CCCC1CCn1c(-c2ccc([N+](=O)[O-])cc2)cc2cc(N)ccc21. As a reaction SMILES: [Br:1][c:2]1[cH:3][c:4]2[cH:5][c:6](-[c:19]3[cH:20][cH:21][c:22]([N+:25](=[O:26])[O-:27])[cH:23][cH:24]3)[n:7]([CH2:11][CH2:12][CH:13]3[N:14]([CH3:18])[CH2:15][CH2:16][CH2:17]3)[c:8]2[cH:9][cH:10]1.[C:33]([P:34]([C:35]([CH3:36])([CH3:37])[CH3:38])[C:39]([CH3:40])([CH3:41])[CH3:42])([CH3:43])([CH3:44])[CH3:45].[CH3:115][CH2:116][O:117][C:118](=[O:119])[CH3:120].[CH3:46][Si:47]([N-:50][Si:48]([CH3:49])([CH3:51])[CH3:52])([CH3:53])[CH3:54].[CH:61](=[CH:62][C:63]([CH:64]=[CH:65][c:66]1[cH:67][cH:68][cH:69][cH:70][cH:71]1)=[O:72])[c:73]1[cH:74][cH:75][cH:76][cH:77][cH:78]1.[CH:79](=[CH:80][C:81]([CH:82]=[CH:83][c:84]1[cH:85][cH:86][cH:87][cH:88][cH:89]1)=[O:90])[c:91]1[cH:92][cH:93][cH:94][cH:95][cH:96]1.[CH:97](=[CH:98][C:99]([CH:100]=[CH:101][c:102]1[cH:103][cH:104][cH:105][cH:106][cH:107]1)=[O:108])[c:109]1[cH:110][cH:111][cH:112][cH:113][cH:114]1.[Li+:55].[Na+:58].[O:28]1[CH2:29][CH2:30][CH2:31][CH2:32]1.[OH-:57].[OH2:56].[Pd:59].[Pd:60]>>[c:2]1([NH2:50])[cH:3][c:4]2[cH:5][c:6](-[c:19]3[cH:20][cH:21][c:22]([N+:25](=[O:26])[O-:27])[cH:23][cH:24]3)[n:7]([CH2:11][CH2:12][CH:13]3[N:14]([CH3:18])[CH2:15][CH2:16][CH2:17]3)[c:8]2[cH:9][cH:10]1.